Dataset: the Open Reaction Database (ORD), a public repository of structured organic reaction records. Task: describe an organic reaction: reactants, conditions, products, and yield The reactants are COC(C1=C(C=C(C(=C1)N1C=NC(=C1)C(F)(F)F)C(F)(F)F)[N+](=O)[O-])=O (5-(4-trifluoromethyl-imidazol-1-yl)-2-nitro-4-trifluoromethyl-benzoic acid methyl ester). The reagents and catalysts are [Pd] (palladium on charcoal). The solvent is CO (methanol). Yields the product COC(C1=C(C=C(C(=C1)N1C=NC(=C1)C(F)(F)F)C(F)(F)F)N)=O (2-amino-5-(4-trifluoromethyl-imidazol-1 -yl)-4-trifluoromethyl-benzoic acid methyl ester). The yield is 91.5%. RXN SMILES: [CH3:1][O:2][C:3](=[O:26])[C:4]1[CH:9]=[C:8]([N:10]2[CH:14]=[C:13]([C:15]([F:18])([F:17])[F:16])[N:12]=[CH:11]2)[C:7]([C:19]([F:22])([F:21])[F:20])=[CH:6][C:5]=1[N+:23]([O-])=O>CO.[Pd]>[CH3:1][O:2][C:3](=[O:26])[C:4]1[CH:9]=[C:8]([N:10]2[CH:14]=[C:13]([C:15]([F:16])([F:17])[F:18])[N:12]=[CH:11]2)[C:7]([C:19]([F:20])([F:21])[F:22])=[CH:6][C:5]=1[NH2:23]. Procedure details: In a similar way a solution of 5-(4-trifluoromethyl-imidazol-1-yl)-2-nitro-4-trifluoromethyl-benzoic acid methyl ester (1.0 g, 2.6 mmol) in 100 ml methanol is hydrogenated over 55 mg of 10% palladium on charcoal to obtain after the usual workup procedure 840 mg (2.38 mmol, 91%) of amorphous 2-amino-5-(4-trifluoromethyl-imidazol-1 -yl)-4-trifluoromethyl-benzoic acid methyl ester, ES-MS: m/z 354 [M+H]+.